From a dataset of the Open Reaction Database (ORD), a public repository of structured organic reaction records. describe an organic reaction: reactants, conditions, products, and yield The reactants are O (Water), [H-].[Na+] (Sodium hydride), [N+](=O)([O-])C1=CC=C(C=C1)OC(=O)N1CCC(CC1)N1N=CC=2C1=NC=NC2OC=2C(=NC=CC2)C (4-[4-(2-methyl-pyridin-3-yloxy)-pyrazolo[3,4-d]pyrimidin-1-yl]-piperidine-1-carboxylic acid 4-nitro-phenyl ester), C1(CCC1)O (cyclobutanol). Isolated yield 13.2%. Solvent: O1CCCC1 (tetrahydrofuran). Reaction SMILES: [H-].[Na+].[N+](C1[CH:11]=[CH:10][C:9]([O:12][C:13]([N:15]2[CH2:20][CH2:19][CH:18]([N:21]3[C:25]4=[N:26][CH:27]=[N:28][C:29]([O:30][C:31]5[C:32]([CH3:37])=[N:33][CH:34]=[CH:35][CH:36]=5)=[C:24]4[CH:23]=[N:22]3)[CH2:17][CH2:16]2)=[O:14])=[CH:8]C=1)([O-])=O.C1(O)CCC1.O>O1CCCC1>[CH:9]1([O:12][C:13]([N:15]2[CH2:20][CH2:19][CH:18]([N:21]3[C:25]4=[N:26][CH:27]=[N:28][C:29]([O:30][C:31]5[C:32]([CH3:37])=[N:33][CH:34]=[CH:35][CH:36]=5)=[C:24]4[CH:23]=[N:22]3)[CH2:17][CH2:16]2)=[O:14])[CH2:10][CH2:11][CH2:8]1 |f:0.1|. Yields the product C1(CCC1)OC(=O)N1CCC(CC1)N1N=CC=2C1=NC=NC2OC=2C(=NC=CC2)C (4-[4-(2-methyl-pyridin-3-yloxy)-pyrazolo[3,4-d]pyrimidin-1-yl]-piperidine-1-carboxylic acid cyclobutyl ester). Procedure: Sodium hydride (60% dispersion in oil; 10 mg, 0.25 mmol) was added to a solution of 4-[4-(2-methyl-pyridin-3-yloxy)-pyrazolo[3,4-d]pyrimidin-1-yl]-piperidine-1-carboxylic acid 4-nitro-phenyl ester (Example 123; 60 mg, 0.13 mmol) in anhydrous tetrahydrofuran (1 mL) under argon. The mixture was stirred for 5 min and then cyclobutanol (11 μL, 0.14 mmol) was added and the mixture was stirred at room temperature for 7 h. Water was added and the mixture was extracted with ethyl acetate. The organic la... Conditions: time 5 minute. Starting materials: CC(C)(C)OC(=O)N1CCCC(O[Si](C)(C)C(C)(C)C)C1C=O, CC(=O)O, Cc1c(N)ccc(C#N)c1Cl. Product: Cc1c(NCC2C(O[Si](C)(C)C(C)(C)C)CCCN2C(=O)OC(C)(C)C)ccc(C#N)c1Cl. Reaction SMILES: [C:1]([CH3:2])([CH3:3])([CH3:4])[O:5][C:6](=[O:7])[N:8]1[CH:9]([CH:22]=[O:23])[CH:10]([O:14][Si:15]([CH3:16])([CH3:17])[C:18]([CH3:19])([CH3:20])[CH3:21])[CH2:11][CH2:12][CH2:13]1.[C:35]([OH:36])(=[O:37])[CH3:38].[NH2:24][c:25]1[c:26]([CH3:34])[c:27]([Cl:33])[c:28]([C:29]#[N:30])[cH:31][cH:32]1>>[C:1]([CH3:2])([CH3:3])([CH3:4])[O:5][C:6](=[O:7])[N:8]1[CH:9]([CH2:22][NH:24][c:25]2[c:26]([CH3:34])[c:27]([Cl:33])[c:28]([C:29]#[N:30])[cH:31][cH:32]2)[CH:10]([O:14][Si:15]([CH3:16])([CH3:17])[C:18]([CH3:19])([CH3:20])[CH3:21])[CH2:11][CH2:12][CH2:13]1. Product: C1(=CC=C(C=C1)S(=O)(=O)[O-])C.C(C)OC(=O)C1=CC=C(OCC[N+](C)(C)C)C=C1 ([2-(4-ethoxycarbonyl-phenoxy)-ethyl]-trimethylammonium p-toluenesulfonate). As a reaction SMILES: [CH3:1][N:2]([CH3:17])[CH2:3][CH2:4][O:5][C:6]1[CH:16]=[CH:15][C:9]([C:10]([O:12][CH2:13][CH3:14])=[O:11])=[CH:8][CH:7]=1.[C:18]1([CH3:29])[CH:23]=[CH:22][C:21]([S:24]([O:27]C)(=[O:26])=[O:25])=[CH:20][CH:19]=1>CO>[C:18]1([CH3:29])[CH:19]=[CH:20][C:21]([S:24]([O-:27])(=[O:25])=[O:26])=[CH:22][CH:23]=1.[CH2:13]([O:12][C:10]([C:9]1[CH:15]=[CH:16][C:6]([O:5][CH2:4][CH2:3][N+:2]([CH3:18])([CH3:1])[CH3:17])=[CH:7][CH:8]=1)=[O:11])[CH3:14] |f:3.4|. Procedure details: 25.0 g (0.11 mol) of the ethyl 4-(2-dimethylaminoethoxy)benzoate obtained in Comparative Example 1 were dissolved in 250 mL of methanol in a nitrogen atmosphere. After adding 23.6 g (0.13 mol) of methyl p-toluenesulfonate while stirring at room temperature, the solution was stirred for 2 hours while heating to 50° C. After distilling off the solvent, the resulting residue was recrystallized from a mixed solvent of 100 mL of methanol and 500 mL of ethyl acetate to obtain 35.9 g of the target subs... Run in CO (methanol). The yield is 81.0%. The reactants are CN(CCOC1=CC=C(C(=O)OCC)C=C1)C (ethyl 4-(2-dimethylaminoethoxy)benzoate), C1(=CC=C(C=C1)S(=O)(=O)OC)C (methyl p-toluenesulfonate). As a reaction SMILES: [OH:1][C:2]1[N:7]=[C:6]([C:8]2[CH:13]=[CH:12][CH:11]=[CH:10][C:9]=2[O:14][CH2:15][CH2:16][CH3:17])[N:5]=[C:4]([C:18]([NH2:20])=O)[CH:3]=1.C(O)(=O)C>P(Cl)(Cl)(Cl)=O>[C:18]([C:4]1[CH:3]=[C:2]([OH:1])[N:7]=[C:6]([C:8]2[CH:13]=[CH:12][CH:11]=[CH:10][C:9]=2[O:14][CH2:15][CH2:16][CH3:17])[N:5]=1)#[N:20]. Reactants: C(C)(=O)O (acetic acid), OC1=CC(=NC(=N1)C1=C(C=CC=C1)OCCC)C(=O)N (6-hydroxy-2-(2-propoxyphenyl)pyrimidine-4-carboxamide), OC1=CC(=NC(=N1)C1=C(C=CC=C1)OCCC)C(=O)N (6-hydroxy-2-(2-propoxyphenyl)-pyrimidine-4-carboxamide). Product: C(#N)C1=NC(=NC(=C1)O)C1=C(C=CC=C1)OCCC (4-Cyano-6-hydroxy-2-(2-propoxyphenyl)pyrimidine). Solvent: P(=O)(Cl)(Cl)Cl (phosphoryl chloride), P(=O)(Cl)(Cl)Cl (phosphoryl chloride). Procedure details: A stirred solution of 6-hydroxy-2-(2-propoxyphenyl)pyrimidine-4-carboxamide (0.50 g) in phosphoryl chloride (16 ml) was heated under reflux for 4 hours and then the reaction mixture was evaporated under reduced pressure to remove excess phosphoryl chloride. Water was added to the residue, which was extracted with chloroform (3×20 ml). The combined extracts were washed with water, dried (magnesium sulfate) and evaporated under reduced pressure to yield an oil which was heated on a steam bath with... Reactants: CI, CCOC(C)=O, [Cl-], C=CC1(C(F)(F)F)OC(=O)Nc2ccc(Cl)cc21, [H-], [NH4+], [Na+], CN(C)C=O, O. The product is C=CC1(C(F)(F)F)OC(=O)N(C)c2ccc(Cl)cc21. RXN SMILES: [CH3:21][I:22].[CH3:30][CH2:31][O:32][C:33](=[O:34])[CH3:35].[Cl-:23].[Cl:1][c:2]1[cH:3][cH:4][c:5]2[c:6]([cH:18]1)[C:7]([CH:12]=[CH2:13])([C:14]([F:15])([F:16])[F:17])[O:8][C:9](=[O:11])[NH:10]2.[H-:19].[NH4+:24].[Na+:20].[O:25]=[CH:26][N:27]([CH3:28])[CH3:29].[OH2:36]>>[Cl:1][c:2]1[cH:3][cH:4][c:5]2[c:6]([cH:18]1)[C:7]([CH:12]=[CH2:13])([C:14]([F:15])([F:16])[F:17])[O:8][C:9](=[O:11])[N:10]2[CH3:21].